This data is from the Open Reaction Database (ORD), a public repository of structured organic reaction records. The task is: describe an organic reaction: reactants, conditions, products, and yield Starting materials: C1CCOC1, N#CCC(O)c1ccc2ccc(OS(=O)(=O)c3ccccc3)c(Br)c2n1. Product: NCCC(O)c1ccc2ccc(OS(=O)(=O)c3ccccc3)c(Br)c2n1. As a reaction SMILES: [CH2:27]1[O:28][CH2:29][CH2:30][CH2:31]1.[c:1]1([S:7](=[O:8])(=[O:9])[O:10][c:11]2[cH:12][cH:13][c:14]3[cH:15][cH:16][c:17]([CH:22]([CH2:23][C:24]#[N:25])[OH:26])[n:18][c:19]3[c:20]2[Br:21])[cH:2][cH:3][cH:4][cH:5][cH:6]1>>[c:1]1([S:7](=[O:8])(=[O:9])[O:10][c:11]2[cH:12][cH:13][c:14]3[cH:15][cH:16][c:17]([CH:22]([CH2:23][CH2:24][NH2:25])[OH:26])[n:18][c:19]3[c:20]2[Br:21])[cH:2][cH:3][cH:4][cH:5][cH:6]1.